This data is from the Open Reaction Database (ORD), a public repository of structured organic reaction records. The task is: describe an organic reaction: reactants, conditions, products, and yield Starting materials: C(CC)N(C1CC2=CC(=C(C=C2C1)C(=O)[O-])C(=O)[O-])CCC (2-(dipropylamino)-2,3-dihydro-1H-indene-5,6-dicarboxylate), COC1=CC=C(CCN)C=C1 (4-methoxyphenethylamine), Cl (HCl). Product: C(CC)N(C1CC=2C(=CC=3C(N(C(C3C2)=O)CCC2=CC=C(C=C2)OC)=O)C1)CCC (6-(Dipropylamino)-6,7-dihydro-2-[2-(4-methoxyphenyl)ethyl]cyclopent[f]isoindole-1,3(2H,5H)-dione). Reaction SMILES: [CH2:1]([N:4]([CH2:20][CH2:21][CH3:22])[CH:5]1[CH2:13][C:12]2[C:7](=[CH:8][C:9]([C:17]([O-])=[O:18])=[C:10]([C:14]([O-:16])=O)[CH:11]=2)[CH2:6]1)[CH2:2][CH3:3].[CH3:23][O:24][C:25]1[CH:33]=[CH:32][C:28]([CH2:29][CH2:30][NH2:31])=[CH:27][CH:26]=1.Cl>>[CH2:1]([N:4]([CH2:20][CH2:21][CH3:22])[CH:5]1[CH2:13][C:12]2=[CH:11][C:10]3[C:14](=[O:16])[N:31]([CH2:30][CH2:29][C:28]4[CH:32]=[CH:33][C:25]([O:24][CH3:23])=[CH:26][CH:27]=4)[C:17](=[O:18])[C:9]=3[CH:8]=[C:7]2[CH2:6]1)[CH2:2][CH3:3]. Reported procedure: Using procedure 49, 2-(dipropylamino)-2,3-dihydro-1H-indene-5,6-dicarboxylate (92, 0.35 g, 1.0 mmol) was treated with 4-methoxyphenethylamine (0.19 mL, 1.3 mmol). Purification using silica gel, eluting with 3:1 hexane/acetone, afforded an oil that was converted to an HCl salt and recrystallized from hot MeOH/EtOAc to give 113 as a white solid (m.p. 211-215° C.). The reactants are ClC=1C(=CC(N(C1)C(C(=O)NC1=CC=C(C(=O)OC(C)(C)C)C=C1)CC1CC1)=O)C1=C(C=CC(=C1)Cl)C#N (tert-Butyl 4-({2-[5-chloro-4-(5-chloro-2-cyanophenyl)-2-oxopyridin-1(2H)-yl]-3-cyclopropylpropanoyl}amino)benzoate), C(=O)(C(F)(F)F)O (TFA). Yields the product ClC=1C(=CC(N(C1)C(C(=O)NC1=CC=C(C(=O)O)C=C1)CC1CC1)=O)C1=C(C=CC(=C1)Cl)C#N (4-({2-[5-Chloro-4-(5-chloro-2-cyanophenyl)-2-oxopyridin-1(2H)-yl]-3-cyclopropylpropanoyl}amino)benzoic acid). Reaction SMILES: [Cl:1][C:2]1[C:3]([C:30]2[CH:35]=[C:34]([Cl:36])[CH:33]=[CH:32][C:31]=2[C:37]#[N:38])=[CH:4][C:5](=[O:29])[N:6]([CH:8]([CH2:25][CH:26]2[CH2:28][CH2:27]2)[C:9]([NH:11][C:12]2[CH:24]=[CH:23][C:15]([C:16]([O:18]C(C)(C)C)=[O:17])=[CH:14][CH:13]=2)=[O:10])[CH:7]=1.C(O)(C(F)(F)F)=O>>[Cl:1][C:2]1[C:3]([C:30]2[CH:35]=[C:34]([Cl:36])[CH:33]=[CH:32][C:31]=2[C:37]#[N:38])=[CH:4][C:5](=[O:29])[N:6]([CH:8]([CH2:25][CH:26]2[CH2:27][CH2:28]2)[C:9]([NH:11][C:12]2[CH:13]=[CH:14][C:15]([C:16]([OH:18])=[O:17])=[CH:23][CH:24]=2)=[O:10])[CH:7]=1. Procedure details: 192 mg (0.34 mmol) of tert-butyl 4-({2-[5-chloro-4-(5-chloro-2-cyanophenyl)-2-oxopyridin-1(2H)-yl]-3-cyclopropylpropanoyl}amino)benzoate (racemate) (Example 13.1D) were hydrolysed with TFA according to General Method 2. Yield: 141 mg (82% of theory)